Dataset: the Open Reaction Database (ORD), a public repository of structured organic reaction records. Task: describe an organic reaction: reactants, conditions, products, and yield The reactants are O=C([O-])O, O=C(Cl)OCc1ccccc1, Cl, Nc1ccc(O)c(F)c1, [Na+], C1CCOC1, O. Product: O=C(Nc1ccc(O)c(F)c1)OCc1ccccc1. As a reaction SMILES: [C:10](=[O:11])([O-:12])[OH:13].[Cl:15][C:16](=[O:17])[O:18][CH2:19][c:20]1[cH:21][cH:22][cH:23][cH:24][cH:25]1.[ClH:26].[NH2:1][c:2]1[cH:3][c:4]([F:9])[c:5]([OH:8])[cH:6][cH:7]1.[Na+:14].[O:28]1[CH2:29][CH2:30][CH2:31][CH2:32]1.[OH2:27]>>[NH:1]([c:2]1[cH:3][c:4]([F:9])[c:5]([OH:8])[cH:6][cH:7]1)[C:16](=[O:17])[O:18][CH2:19][c:20]1[cH:21][cH:22][cH:23][cH:24][cH:25]1.